describe an organic reaction: reactants, conditions, products, and yield From a dataset of the Open Reaction Database (ORD), a public repository of structured organic reaction records. Reactants: C(C)(C)(C)[Si](C)(C)O\C(=C/C)\C1=CC(=CC=C1)OC ((Z)-tert-butyl(1-(3-methoxyphenyl)prop-1-enyloxy)dimethylsilane), C(Cl)(Cl)Cl (CHCl3), CC[C@H]1CN2CC[C@H]1C[C@@H]2[C@H](C3=C4C=C(C=CC4=NC=C3)OC)OC5=NN=C(C6=CC=CC=C65)O[C@H]([C@H]7C[C@@H]8CCN7C[C@@H]8CC)C9=C1C=C(C=CC1=NC=C9)OC (AD-mix-β), CS(=O)(=O)N (CH3SO2NH2). The solvent is C(C)(C)(C)O.O (tert-butyl alcohol water). The product is COC=1C=C(C=CC1)C([C@@H](C)O)=O ((R)-1-(3-Methoxyphenyl)-2-hydroxypropan-1-one). Reaction SMILES: C([Si]([O:8]/[C:9](/[C:12]1[CH:17]=[CH:16][CH:15]=[C:14]([O:18][CH3:19])[CH:13]=1)=[CH:10]\[CH3:11])(C)C)(C)(C)C.CC[C@@H]1[C@@H]2C[C@H]([C@@H](OC3C4C(=CC=CC=4)C(O[C@@H](C4C=CN=C5C=4C=C(OC)C=C5)[C@@H]4N5C[C@H](CC)[C@@H](CC5)C4)=NN=3)C3C=CN=C4C=3C=C([O:41]C)C=C4)N(CC2)C1.CS(N)(=O)=O.C(Cl)(Cl)Cl>C(O)(C)(C)C.O>[CH3:19][O:18][C:14]1[CH:13]=[C:12]([C:9](=[O:8])[C@H:10]([OH:41])[CH3:11])[CH:17]=[CH:16][CH:15]=1 |f:4.5|. Reported procedure: Compound 10f was synthesized by a procedure similar to that described for (R)-10a using (Z)-tert-butyl(1-(3-methoxyphenyl)prop-1-enyloxy)dimethylsilane, (9f, 8.1 g, 0.029 mol), AD-mix-β (40.7 g), and CH3SO2NH2 (2.8 g, 0.0294 mol) in tert-butyl alcohol-water (110 mL:110 mL) The reaction was quenched with sodium sulfite (29.1 g). After purification, 4.2 g (80%) of the desired 10f was isolated: [α]20D +71.1° (c 1.1, CHCl3); 1H NMR (CDCl3) δ 7.51-7.45 (m, 2H), 7.44-7.37 (m, 1H), 7.19-7.13 (m, 1H), 5...